This data is from the Open Reaction Database (ORD), a public repository of structured organic reaction records. The task is: describe an organic reaction: reactants, conditions, products, and yield Starting materials: CCOC(=O)C(Cc1ccc(NC(=O)OC(C)(C)C)nc1C)C(=O)OCC, ClCCl, CCOC(C)=O, CCO, CCO, [K+], [OH-]. Product: CCOC(=O)C(Cc1ccc(NC(=O)OC(C)(C)C)nc1C)C(=O)O. RXN SMILES: [CH2:3]([CH3:4])[O:5][C:6]([CH:7]([C:8](=[O:9])[O:10][CH2:11][CH3:12])[CH2:13][c:14]1[c:15]([CH3:28])[n:16][c:17]([NH:20][C:21](=[O:22])[O:23][C:24]([CH3:25])([CH3:26])[CH3:27])[cH:18][cH:19]1)=[O:29].[CH2:42]([Cl:43])[Cl:44].[CH3:30][CH2:31][O:32][C:33]([CH3:34])=[O:35].[CH3:36][CH2:37][OH:38].[CH3:39][CH2:40][OH:41].[K+:2].[OH-:1]>>[CH2:3]([CH3:4])[O:5][C:6]([CH:7]([C:8](=[O:9])[OH:10])[CH2:13][c:14]1[c:15]([CH3:28])[n:16][c:17]([NH:20][C:21](=[O:22])[O:23][C:24]([CH3:25])([CH3:26])[CH3:27])[cH:18][cH:19]1)=[O:29]. Starting materials: [N+](=[N-])=C (diazomethane), O1C(=NC2=C1C=CC=C2)C2=CC=C(C=C2)CC(=O)O (4-(benzoxazol-2-yl)phenylacetic acid). Solvent: CCOCC (ether). Run at time 1 hour. The product is O1C(=NC2=C1C=CC=C2)C2=CC=C(C=C2)CC(=O)OC (methyl 4-(benzoxazol-2-yl)phenylacetate). RXN SMILES: [N+](=[CH2:3])=[N-].[O:4]1[C:8]2[CH:9]=[CH:10][CH:11]=[CH:12][C:7]=2[N:6]=[C:5]1[C:13]1[CH:18]=[CH:17][C:16]([CH2:19][C:20]([OH:22])=[O:21])=[CH:15][CH:14]=1>CCOCC>[O:4]1[C:8]2[CH:9]=[CH:10][CH:11]=[CH:12][C:7]=2[N:6]=[C:5]1[C:13]1[CH:18]=[CH:17][C:16]([CH2:19][C:20]([O:22][CH3:3])=[O:21])=[CH:15][CH:14]=1. Procedure: To a solution of diazomethane in 75 ml. of ether is added, portionwise, as a solid, 1.0 gm. of 4-(benzoxazol-2-yl)phenylacetic acid. Nitrogen is evolved and after 1 hour the excess diazomethane is consumed by adding acetic acid. The reaction mixture is filtered and the filtrate concentrated to give a yellow solid. Recrystallization from methanol gives methyl 4-(benzoxazol-2-yl)phenylacetate, m.p. 109°-112°C. Starting materials: BrC1=C(SC=C1)C(C)=O (1-(3-bromothiophen-2-yl)ethanone), COC1=CC=C(C=C1)B(O)O (4-methoxyphenylboronic acid), C(=O)([O-])[O-].[Na+].[Na+] (Na2CO3). Reagents/catalysts: C=1C=CC(=CC1)[P](C=2C=CC=CC2)(C=3C=CC=CC3)[Pd]([P](C=4C=CC=CC4)(C=5C=CC=CC5)C=6C=CC=CC6)([P](C=7C=CC=CC7)(C=8C=CC=CC8)C=9C=CC=CC9)[P](C=1C=CC=CC1)(C=1C=CC=CC1)C=1C=CC=CC1 (tetrakis(triphenylphosphine)palladium(0)). The solvent is C(OC)COC (dimethoxyethane). Run at temperature 80 celsius. Yields the product COC1=CC=C(C=C1)C1=C(SC=C1)C(C)=O (1-(3-(4-methoxyphenyl)thiophen-2-yl)ethanone). Isolated yield 45.1%. Reaction SMILES: Br[C:2]1[CH:6]=[CH:5][S:4][C:3]=1[C:7](=[O:9])[CH3:8].[CH3:10][O:11][C:12]1[CH:17]=[CH:16][C:15](B(O)O)=[CH:14][CH:13]=1.C([O-])([O-])=O.[Na+].[Na+]>C1C=CC([P]([Pd]([P](C2C=CC=CC=2)(C2C=CC=CC=2)C2C=CC=CC=2)([P](C2C=CC=CC=2)(C2C=CC=CC=2)C2C=CC=CC=2)[P](C2C=CC=CC=2)(C2C=CC=CC=2)C2C=CC=CC=2)(C2C=CC=CC=2)C2C=CC=CC=2)=CC=1.C(COC)OC>[CH3:10][O:11][C:12]1[CH:17]=[CH:16][C:15]([C:2]2[CH:6]=[CH:5][S:4][C:3]=2[C:7](=[O:9])[CH3:8])=[CH:14][CH:13]=1 |f:2.3.4,^1:30,32,51,70|. Procedure: A flask was charged with 1-(3-bromothiophen-2-yl)ethanone (1.00 g, 4.88 mmol), 4-methoxyphenylboronic acid (0.740 g, 4.88 mmol), tetrakis(triphenylphosphine)palladium(0) (0.17 g, 0.15 mmol), dimethoxyethane (50 mL), and 2 N aqueous Na2CO3 (7.3 mL) and then warmed to 80° C. for 7 h. At that time the reaction mixture was poured into H20 and extracted with EtOAc. The organic phase was separated and washed with brine, dried over Na2SO4 and concentrated in vacuo. The resulting residue was purified vi... Starting materials: C(C)OC=1C=C(C=CC1OCC)CCN (2-(3,4-diethoxy-phenyl)-ethylamine), CC#N (MeCN). Reagents/catalysts: [Rh] (Rh/C). Run in CO (MeOH). Run at time 3 day. Yields the product C(C)OC=1C=C(C=CC1OCC)CCNCC ([2-(3,4-diethoxy-phenyl)-ethyl]-ethyl-amine). RXN SMILES: [CH2:1]([O:3][C:4]1[CH:5]=[C:6]([CH2:13][CH2:14][NH2:15])[CH:7]=[CH:8][C:9]=1[O:10][CH2:11][CH3:12])[CH3:2].[CH3:16][C:17]#N>CO.[Rh]>[CH2:1]([O:3][C:4]1[CH:5]=[C:6]([CH2:13][CH2:14][NH:15][CH2:16][CH3:17])[CH:7]=[CH:8][C:9]=1[O:10][CH2:11][CH3:12])[CH3:2]. Procedure details: To a solution of 0.43 g of 2-(3,4-diethoxy-phenyl)-ethylamine in 3 mL MeOH were added 270 mg of 5 wt % Rh/C and 0.22 mL of MeCN. The reaction mixture was stirred under a H2 atmosphere (balloon) for 3 days and then filtrated over a pad of celite and washed with 100 mL MeOH. Concentration in vacuo afforded 0.4 g of [2-(3,4-diethoxy-phenyl)-ethyl]-ethyl-amine as yellow oil. Starting materials: Cl.CN(CCCN=C=NCC)C (3-dimethylaminopropyl-3-ethylcarbodiimide hydrochloride), CC1CC2=C(CN1)SC(=N2)C(=O)[O-].[Li+] (lithium 6-methyl-4,5,6,7-tetrahydrothiazolo[5,4-c]pyridine-2-carboxylate), C(C)(C)(C)OC(=O)N1C(CN(CC1)S(=O)(=O)C=1NC2=CC=C(C=C2C1)Cl)CC(=O)N1CCOCC1 (1-(tert-butoxycarbonyl)-4-[(5-chloroindol-2-yl)sulfonyl]-2-[[(morpholin-4-yl)carbonyl]methyl]piperazine), Cl.C(C)O (ethanol hydrochloride), Cl37, Cl35, ON1N=NC2=C1C=CC=C2 (1-hydroxybenzotriazole), CN1CCOCC1 (N-methylmorpholine). Solvent: C(C)O (ethanol), C(C)OCC (diethyl ether), C(C)O (ethanol). Reaction conditions: temperature 60 celsius, time 3 hour. The product is Cl.ClC=1C=C2C=C(NC2=CC1)S(=O)(=O)N1CC(N(CC1)C(=O)C=1SC=2CNC(CC2N1)C)CC(=O)N1CCOCC1 (4-[(5-Chloroindol-2-yl)sulfonyl]-1-[(6-methyl-4,5,6,7-tetrahydrothiazolo[5,4-c]pyridin-2-yl)carbonyl]-2-[[(morpholin-4-yl)carbonyl]methyl]piperazine hydrochloride). As a reaction SMILES: C(O[C:6]([N:8]1[CH2:13][CH2:12][N:11]([S:14]([C:17]2[NH:18][C:19]3[C:24]([CH:25]=2)=[CH:23][C:22]([Cl:26])=[CH:21][CH:20]=3)(=[O:16])=[O:15])[CH2:10][CH:9]1[CH2:27][C:28]([N:30]1[CH2:35][CH2:34][O:33][CH2:32][CH2:31]1)=[O:29])=[O:7])(C)(C)C.Cl.C(O)C.ON1C2C=CC=CC=2N=N1.Cl.CN(C)CCCN=C=NCC.[CH3:62][CH:63]1[NH:68][CH2:67][C:66]2[S:69][C:70](C([O-])=O)=[N:71][C:65]=2[CH2:64]1.[Li+].CN1CCOCC1>C(O)C.C(OCC)C>[ClH:26].[Cl:26][C:22]1[CH:23]=[C:24]2[C:19](=[CH:20][CH:21]=1)[NH:18][C:17]([S:14]([N:11]1[CH2:12][CH2:13][N:8]([C:6]([C:70]3[S:69][C:66]4[CH2:67][NH:68][CH:63]([CH3:62])[CH2:64][C:65]=4[N:71]=3)=[O:7])[CH:9]([CH2:27][C:28]([N:30]3[CH2:35][CH2:34][O:33][CH2:32][CH2:31]3)=[O:29])[CH2:10]1)(=[O:16])=[O:15])=[CH:25]2 |f:1.2,4.5,6.7,11.12|. Procedure: To an ethanol solution (50 ml) of 1-(tert-butoxycarbonyl)-4-[(5-chloroindol-2-yl)sulfonyl]-2-[[(morpholin-4-yl)carbonyl]methyl]piperazine (710 mg) was added a saturated ethanol hydrochloride solution (20 ml) at room temperature. The resulting mixture was stirred for 3 hours. After concentration of the reaction mixture under reduced pressure, diethyl ether and ethanol were added to precipitate crystals. The resulting crystals were collected by filtration, washed with ethanol and then dried under ... Reactants: ClC1=C(C=C2C(C(=CN(C2=N1)CC)C(=O)O)=O)F (7-chloro-1-ethyl-6-fluoro-1,4-dihydro-4-oxo-1,8-naphthyridine-3-carboxylic acid), CC(C)NCC1CNCC1 (N-(2-propyl)-3-pyrrolidinemethanamine). Run in C(C)#N (acetonitrile). Product: C(C)N1C=C(C(C2=CC(=C(N=C12)N1CC(CC1)CNC(C)C)F)=O)C(=O)O (1-ethyl-6-fluoro-1,4-dihydro-7-[3-[[(1-methylethyl)amino]methyl]-1-pyrrolidinyl]-4-oxo-1,8-naphthyridine-3-carboxylic acid). Yield: 17.7%. As a reaction SMILES: Cl[C:2]1[N:11]=[C:10]2[C:5]([C:6](=[O:17])[C:7]([C:14]([OH:16])=[O:15])=[CH:8][N:9]2[CH2:12][CH3:13])=[CH:4][C:3]=1[F:18].[CH3:19][CH:20]([NH:22][CH2:23][CH:24]1[CH2:28][CH2:27][NH:26][CH2:25]1)[CH3:21]>C(#N)C>[CH2:12]([N:9]1[C:10]2[C:5](=[CH:4][C:3]([F:18])=[C:2]([N:26]3[CH2:27][CH2:28][CH:24]([CH2:23][NH:22][CH:20]([CH3:21])[CH3:19])[CH2:25]3)[N:11]=2)[C:6](=[O:17])[C:7]([C:14]([OH:16])=[O:15])=[CH:8]1)[CH3:13]. Procedure details: A near solution of 0.82 g (3.0 mmole) of 7-chloro-1-ethyl-6-fluoro-1,4-dihydro-4-oxo-1,8-naphthyridine-3-carboxylic acid and 1.4 g (10 mmole) of N-(2-propyl)-3-pyrrolidinemethanamine in 50 ml of acetonitrile was heated at reflux for one hour. The solvent was removed in vacuo, the residue dissolved in water, filtered through a fiber glass pad to clarify and the filtrate adjusted to pH 2.0 with 6M hydrochloric acid. The resulting clear solution was lyophilized and the residue recrystallized from e... The product is ClC1=C(C=CC=C1Cl)CN1C(=NC2=C1C=C(C=C2C(=O)N)N2CCOCC2)C (1-[(2,3-dichlorophenyl)methyl]-2-methyl-6-(4-morpholinyl)-1H-benzimidazole-4-carboxamide). Solvent: O (water), C1CCOC1 (THF). Reactants: [OH-].[K+] (KOH), ClC1=C(C=CC=C1Cl)CN1C(=NC2=C1C=C(C=C2C#N)N2CCOCC2)C (1-[(2,3-dichlorophenyl)methyl]-2-methyl-6-(4-morpholinyl)-1H-benzimidazole-4-carbonitrile), OO (H2O2). Reaction SMILES: [OH-:1].[K+].[Cl:3][C:4]1[C:9]([Cl:10])=[CH:8][CH:7]=[CH:6][C:5]=1[CH2:11][N:12]1[C:16]2[CH:17]=[C:18]([N:23]3[CH2:28][CH2:27][O:26][CH2:25][CH2:24]3)[CH:19]=[C:20]([C:21]#[N:22])[C:15]=2[N:14]=[C:13]1[CH3:29].OO>O.C1COCC1>[Cl:3][C:4]1[C:9]([Cl:10])=[CH:8][CH:7]=[CH:6][C:5]=1[CH2:11][N:12]1[C:16]2[CH:17]=[C:18]([N:23]3[CH2:24][CH2:25][O:26][CH2:27][CH2:28]3)[CH:19]=[C:20]([C:21]([NH2:22])=[O:1])[C:15]=2[N:14]=[C:13]1[CH3:29] |f:0.1|. The yield is 51.1%. Reaction conditions: temperature 50 celsius. Procedure: A solution of KOH (78 mg, 1.4 mmol) in water (10 mL) was added dropwise to solution of 1-[(2,3-dichlorophenyl)methyl]-2-methyl-6-(4-morpholinyl)-1H-benzimidazole-4-carbonitrile (280 mg, 0.7 mmol) and 30% H2O2 (3 mL) in THF (10 mL) at rt. The mixture was heated at 50° C. for 2 h. When TLC showed no starting material left, the pH of the mixture was acidified to pH ca. 5 and extracted with EtOAc (50 mL×3). The organic layer was washed with brine, dried over MgSO4, concentrated. The resulting residu...